From a dataset of the Open Reaction Database (ORD), a public repository of structured organic reaction records. describe an organic reaction: reactants, conditions, products, and yield Reactants: C(C=C)C1=C(C(=CC(=C1)F)Br)O (2-allyl-6-bromo-4-fluorophenol). Reagents/catalysts: CC#N.CC#N.Cl[Pd]Cl (bis(acetonitrile)dichloropalladium), CC#N.CC#N.Cl[Pd]Cl (bis(acetonitrile)dichloropalladium). Solvent: ClCCl (dichloromethane). Product: BrC1=C(C(=CC(=C1)F)\C=C\C)O (2-bromo-4-fluoro-6-[(1E)-prop-1-enyl]phenol). Yield: 90.2%. Reaction SMILES: [CH2:1]([C:4]1[CH:9]=[C:8]([F:10])[CH:7]=[C:6]([Br:11])[C:5]=1[OH:12])[CH:2]=[CH2:3]>ClCCl.CC#N.CC#N.Cl[Pd]Cl>[Br:11][C:6]1[CH:7]=[C:8]([F:10])[CH:9]=[C:4](/[CH:1]=[CH:2]/[CH3:3])[C:5]=1[OH:12] |f:2.3.4|. Reported procedure: To a solution of 2-allyl-6-bromo-4-fluorophenol (7.14 g, 0.0309 mol) in anhydrous dichloromethane (100 mL) at room temperature under nitrogen was added bis(acetonitrile)dichloropalladium (II) (0.4 g, 1.54 mmol) and the reaction mixture heated to reflux for 1 hour. Additional bis(acetonitrile)dichloropalladium (II) (0.1 g, 0.39 mmol) was added and heating to reflux continued for 1 additional hour. The cooled reaction mixture was then concentrated under reduced pressure to afford a brown semi-soli... The reactants are Br.C(C)(=O)O (hydrogen bromide acetic acid), C(C)(=O)O (acetic acid), NCCCCC1=CC=C(C=C1)C=1C(C(C(NN1)=O)C)C (6-[4-(4-aminobutyl)phenyl]-4,5-dihydro-4,5-dimethylpyridazin-3(2H)-one). The solvent is CS(=O)C (dimethylsulfoxide). Conditions: time 5 minute. Product: NCCCCC1=CC=C(C=C1)C=1C(=C(C(NN1)=O)C)C (6-[4-(4-aminobutyl)phenyl]-4,5-dimethylpyridazin-3(2H)-one). The yield is 69.6%. Reaction SMILES: Br.C(O)(=O)C.C(O)(=O)C.[NH2:10][CH2:11][CH2:12][CH2:13][CH2:14][C:15]1[CH:20]=[CH:19][C:18]([C:21]2[CH:22]([CH3:29])[CH:23]([CH3:28])[C:24](=[O:27])[NH:25][N:26]=2)=[CH:17][CH:16]=1>CS(C)=O>[NH2:10][CH2:11][CH2:12][CH2:13][CH2:14][C:15]1[CH:16]=[CH:17][C:18]([C:21]2[C:22]([CH3:29])=[C:23]([CH3:28])[C:24](=[O:27])[NH:25][N:26]=2)=[CH:19][CH:20]=1 |f:0.1|. Reported procedure: 44 ml of a 25% hydrogen bromide-acetic acid solution was added to 44 ml of an acetic acid solution containing 2.20 g of 6-[4-(4-aminobutyl)phenyl]-4,5-dihydro-4,5-dimethylpyridazin-3(2H)-one, and the mixture was stirred at room temperature for 5 minutes. Then, 0.75 ml of dimethylsulfoxide was added to the mixture, and the resulting mixture was stirred for 6 hours. The solvent was removed, and the residue was dissolved in 150 ml of water. The solution was made alkaline with ammonia and extracted ...